This data is from the Open Reaction Database (ORD), a public repository of structured organic reaction records. The task is: describe an organic reaction: reactants, conditions, products, and yield The reactants are C(C)NCC1=C(C=CC=C1)N (N-Ethyl-N-(2-aminobenzyl)amine), ClC1=CC=C(N=N1)C(=O)N (6-chloropyridazin-3-amide), C(C)(C)N(CC)C(C)C (diisopropylethylamine). Run in CN(C)C=O (DMF). Reaction conditions: time 24 hour. The product is C(C)N(CC1=C(C=CC=C1)N)C1=CC=C(N=N1)C(=O)N (6-(N-ethyl-N-(2-aminobenzyl)amino)-pyridazine-3-carboxamide). Isolated yield 39.2%. As a reaction SMILES: [CH2:1]([NH:3][CH2:4][C:5]1[CH:10]=[CH:9][CH:8]=[CH:7][C:6]=1[NH2:11])[CH3:2].Cl[C:13]1[N:18]=[N:17][C:16]([C:19]([NH2:21])=[O:20])=[CH:15][CH:14]=1.C(N(C(C)C)CC)(C)C>CN(C=O)C>[CH2:1]([N:3]([C:13]1[N:18]=[N:17][C:16]([C:19]([NH2:21])=[O:20])=[CH:15][CH:14]=1)[CH2:4][C:5]1[CH:10]=[CH:9][CH:8]=[CH:7][C:6]=1[NH2:11])[CH3:2]. Procedure: N-Ethyl-N-(2-aminobenzyl)amine (707 mg, 4.7 mmol) in DMF (11 ml) was treated with 6-chloropyridazin-3-amide (4.7 mmol) followed by diisopropylethylamine (15.4 mol) and the reaction stirred at 140° under argon for 24 hours. The reaction was evaporated in vacuo (cold-finger) and the residue partitioned between water and ethyl acetate. The combined organic extracts were dried and evaporated to give a brown gum. The gum was purified by medium pressure chromatography to give 6-(N-ethyl-N-(2-aminobenz... Reaction SMILES: [CH2:20]([Cl:21])[Cl:22].[O:2]=[C:3]1[CH:4]([CH2:10][C:11](=[O:12])[O:13][CH2:14][CH3:15])[C:5](=[O:9])[CH2:6][CH2:7][CH2:8]1.[OH2:1].[S:16]([Cl:17])([Cl:18])=[O:19]>>[O:2]=[C:3]1[C:4]([CH2:10][C:11](=[O:12])[O:13][CH2:14][CH3:15])=[C:5]([Cl:18])[CH2:6][CH2:7][CH2:8]1. Product: CCOC(=O)CC1=C(Cl)CCCC1=O. Reactants: ClCCl, CCOC(=O)CC1C(=O)CCCC1=O, O, O=S(Cl)Cl. Starting materials: Br.N1(CCCC1)C1=C(C=CC=C1)CC(=O)O ((2-pyrrolidinophenyl)acetic acid hydrobromide), Cl (hydrochloric acid), Cl.C1(=CC=CC=C1)C1(CC[C@@H]([C@H]2CNC[C@@H]12)O)C1=CC=CC=C1 ((3aR,4S,7aR)-7,7-diphenyl-4-perhydroisoindolol hydrochloride), Cl (hydrochloride), C(=O)(N1C=NC=C1)N1C=NC=C1 (carbonyldiimidazole). Run in ClCCl (dichloromethane), CC(=O)C (acetone), C(C)OCC (ethyl ether), C(C)OCC (ethyl ether), ClCCl (dichloromethane), C(C)N(CC)CC (triethylamine), C(C)N(CC)CC (triethylamine). Run at time 1 hour. Product: Cl.C1(=CC=CC=C1)C1(CC[C@@H]([C@H]2CN(C[C@@H]12)C(CC1=C(C=CC=C1)N1CCCC1)=O)O)C1=CC=CC=C1 ((3aR,4S,7aR)-7,7-diphenyl-2-[(2-pyrrolidinophenyl)acetyl]-4-perhydroisoindolol hydrochloride). The yield is 12.9%. Reaction SMILES: C(N1C=CN=C1)(N1C=CN=C1)=O.Br.[N:14]1([C:19]2[CH:24]=[CH:23][CH:22]=[CH:21][C:20]=2[CH2:25][C:26]([OH:28])=O)[CH2:18][CH2:17][CH2:16][CH2:15]1.[ClH:29].[C:30]1([C:36]2([C:46]3[CH:51]=[CH:50][CH:49]=[CH:48][CH:47]=3)[C@H:44]3[C@H:40]([CH2:41][NH:42][CH2:43]3)[C@@H:39]([OH:45])[CH2:38][CH2:37]2)[CH:35]=[CH:34][CH:33]=[CH:32][CH:31]=1.Cl>ClCCl.CC(C)=O.C(OCC)C.C(N(CC)CC)C>[ClH:29].[C:46]1([C:36]2([C:30]3[CH:35]=[CH:34][CH:33]=[CH:32][CH:31]=3)[C@H:44]3[C@H:40]([CH2:41][N:42]([C:26](=[O:28])[CH2:25][C:20]4[CH:21]=[CH:22][CH:23]=[CH:24][C:19]=4[N:14]4[CH2:15][CH2:16][CH2:17][CH2:18]4)[CH2:43]3)[C@@H:39]([OH:45])[CH2:38][CH2:37]2)[CH:47]=[CH:48][CH:49]=[CH:50][CH:51]=1 |f:1.2,3.4,10.11|. Procedure details: 0.42 cm3 of triethylamine and 0.49 g of carbonyldiimidazole are added to a solution, cooled to +4° C., of 0.86 g of (2-pyrrolidinophenyl)acetic acid hydrobromide in 20 cm3 of dry dichloromethane. The mixture is stirred for one hour at +4° C. and then a solution of 1 g of (3aR,4S,7aR)-7,7-diphenyl-4-perhydroisoindolol hydrochloride and 0.42 cm3 of triethylamine in 10 cm3 of dry dichloromethane is added. The reaction mixture is stirred at room temperature for 24 hours and then then washed twice wi... Reactants: ClC(=O)OCC1=CC=CC=C1 (Benzyl chloroformate), ClC(=O)OCC1=CC=CC=C1 (benzyl chloroformate), C([O-])(O)=O.[Na+] (Sodium bicarbonate), Br.NCCC1=CC=C(C=2NC(SC21)=O)O (7-(2-amino-ethyl)-4-hydroxy-3H-benzothiazol-2-one hydrobromide), C(#N)[BH3-].[Na+] (sodium cyanoborohydride), C(=O)(O)[O-].[Na+] (NaHCO3), COC(C(=O)C)OC (1,1-dimethoxyacetone). Solvent: O (water), C1CCOC1 (THF), O (water), CCOC(=O)C (EtOAc), C(C)(=O)O (Acetic acid). Run at time 15 minute. The product is OC1=CC=C(C2=C1NC(S2)=O)CCN(C(OCC2=CC=CC=C2)=O)C(C=O)C (Benzyl [2-(4-hydroxy-2-oxo-2,3-dihydro-1,3-benzothiazol-7-yl)ethyl](1-methyl-2-oxoethyl)carbamate). Reaction SMILES: C(=O)(O)[O-].[Na+].Br.[NH2:7][CH2:8][CH2:9][C:10]1[C:18]2[S:17][C:16](=[O:19])[NH:15][C:14]=2[C:13]([OH:20])=[CH:12][CH:11]=1.C[O:22][CH:23](OC)[C:24]([CH3:26])=O.C([BH3-])#N.[Na+].Cl[C:34]([O:36][CH2:37][C:38]1[CH:43]=[CH:42][CH:41]=[CH:40][CH:39]=1)=[O:35]>O.C1COCC1.CCOC(C)=O.C(O)(=O)C>[OH:20][C:13]1[C:14]2[NH:15][C:16](=[O:19])[S:17][C:18]=2[C:10]([CH2:9][CH2:8][N:7]([CH:24]([CH3:26])[CH:23]=[O:22])[C:34](=[O:35])[O:36][CH2:37][C:38]2[CH:43]=[CH:42][CH:41]=[CH:40][CH:39]=2)=[CH:11][CH:12]=1 |f:0.1,2.3,5.6|. Reported procedure: Sodium bicarbonate (1.16 g) was added to a solution of 7-(2-amino-ethyl)-4-hydroxy-3H-benzothiazol-2-one hydrobromide (4.0 g) in water (30 mL) and THF (60 mL), and the mixture was stirred for 15 min. Acetic acid (1.57 mL) was added, followed by 1,1-dimethoxyacetone (1.98 mL) and the mixture was stirred for 30 min. The reaction was then cooled in ice and sodium cyanoborohydride (1.73 g) was added in portions over 10 min. The reaction mixture was stirred for three days, then EtOAc (100 mL) and a s... Reactants: C(C)(C)(C)C1=C(C=CC=C1)C (1-tert-butyl-2-methyl-benzene), C1CC(=O)N(C1=O)Br (NBS). Reagents/catalysts: CC(C)(C#N)N=NC(C)(C)C#N (AIBN). The solvent is C(Cl)(Cl)(Cl)Cl (CCl4). The product is BrCC1=C(C=CC=C1)C(C)(C)C (1-Bromomethyl-2-tert-butyl-benzene). Yield: 104.2%. RXN SMILES: [C:1]([C:5]1[CH:10]=[CH:9][CH:8]=[CH:7][C:6]=1[CH3:11])([CH3:4])([CH3:3])[CH3:2].C1C(=O)N([Br:19])C(=O)C1>CC(N=NC(C#N)(C)C)(C#N)C.C(Cl)(Cl)(Cl)Cl>[Br:19][CH2:11][C:6]1[CH:7]=[CH:8][CH:9]=[CH:10][C:5]=1[C:1]([CH3:4])([CH3:3])[CH3:2]. Reported procedure: To 1-tert-butyl-2-methyl-benzene (940 mg, 6.34 mmol), NBS (1.24 g, 1.1 eq) and AIBN (20 mg, catalytic amount) was added CCl4 (12 mL), which was then refluxed for 1 h. The suspended particles were removed by filtration, and washed with CCl4. The organic layers were combined and concentrated under reduced pressure to give 1.5 g of a yellow liquid in a stoichiometric yield. Conditions: time 42.5 second. The reactants are C1(=CC=CC=C1)C1=CC=CC=C1 (biphenyl), C(C(=C)C)(=O)O (methacrylic acid), C1(=CC=C(C=C1)S(=O)(=O)O)C (p-toluenesulfonic acid), C1(O)=CC=C(O)C=C1 (hydroquinone), CCOCC (ether). The solvent is O (water), C(Cl)(Cl)Cl (CHCl3). Reaction SMILES: [C:1]1([C:7]2[CH:12]=[CH:11][CH:10]=[CH:9][CH:8]=2)[CH:6]=[CH:5][CH:4]=[CH:3][CH:2]=1.[C:13]([OH:18])(=[O:17])[C:14]([CH3:16])=[CH2:15].[C:19]1([CH3:29])[CH:24]=[CH:23]C(S(O)(=O)=O)=C[CH:20]=1.[C:30]1([CH:37]=[CH:36][C:34]([OH:35])=[CH:33][CH:32]=1)O.CC[O:40]CC>C(Cl)(Cl)Cl.O>[CH3:15][C:14](=[CH2:16])[C:13]([O:18][CH2:36][CH2:37][CH2:30][CH2:32][CH2:33][CH2:34][O:35][C:4]1[CH:5]=[CH:6][C:1]([C:7]2[CH:8]=[CH:9][C:10]([O:40][CH2:20][CH:19]([CH3:29])[CH2:24][CH3:23])=[CH:11][CH:12]=2)=[CH:2][CH:3]=1)=[O:17]. Procedure details: 6.8 g of the biphenyl derivative prepared under 4.2, 10.5 g of methacrylic acid, 0.5 g of p-toluenesulfonic acid and 0.5 g of hydroquinone as an inhibitor are dissolved in 100 ml of CHCl3 and the solution is refluxed for about 20 hours, using a water separator. It is then taken up in 100 ml of ether, washed several times with saturated Na2CO3 solution (until the aqueous phase no longer shows a coloration) and dried with Na2SO4, and the solvent is stripped off. The crude product is recrystallized... The product is CC(C(=O)OCCCCCCOC1=CC=C(C=C1)C1=CC=C(C=C1)OCC(CC)C)=C (4-[6-(2-Methylpropenoyloxy)-hexoxy]-4'-(2-methylbutoxy)-biphenyl). Conditions: temperature 100 celsius. Yields the product ClC1=CC=C(C=C1)N1C(=NC=2N(C=NC2C1=O)C=1C=C(C=CC1)NS(=O)(=O)C)C1=CC=C(C=C1)C1=NC=CC=N1 (N-{3-[1-(4-chloro-phenyl)-6-oxo-2-(4-pyrimidin-2-yl-phenyl)-1,6-dihydro-purin-9-yl]-phenyl}-methane sulfonamide). Reactants: BrC1=NC=CC=N1 (2-bromo-pyrimidine), C([O-])([O-])=O.[Cs+].[Cs+] (cesium carbonate), ClC1=CC=C(C=C1)N1C(=NC=2N(C=NC2C1=O)C=1C=C(C=CC1)NS(=O)(=O)C)C1=CC=C(C=C1)B1OC(C(O1)(C)C)(C)C (N-(3-{1-(4-chloro-phenyl)-6-oxo-2-[4-(4,4,5,5-tetramethyl-[1,3,2]dioxaborolan-2-yl)-phenyl]-1,6-dihydro-purin-9-yl}-phenyl)-methane sulfonamide). The solvent is CN(C=O)C (N,N-dimethylformamide). Procedure: A solution of N-(3-{1-(4-chloro-phenyl)-6-oxo-2-[4-(4,4,5,5-tetramethyl-[1,3,2]dioxaborolan-2-yl)-phenyl]-1,6-dihydro-purin-9-yl}-phenyl)-methane sulfonamide (prepared as described in example 26, 0.55 g, 0.88 mmol) in N,N-dimethylformamide (15 mL) is degassed with argon for 0.5 h. Then 2-bromo-pyrimidine (0.21 g, 1.32 mmol), cesium carbonate (0.57 g, 1.76 mmol), Pd(dppf)2Cl2 (0.032 g, 0.044 mmol) is added and the resulted mixture is degassed with argon for 0.5 h. The reaction mixture is then hea... Reagents/catalysts: C1=CC=C(C=C1)P([C-]2C=CC=C2)C3=CC=CC=C3.C1=CC=C(C=C1)P([C-]2C=CC=C2)C3=CC=CC=C3.Cl[Pd]Cl.[Fe+2] (Pd(dppf)2Cl2). Reaction SMILES: [Cl:1][C:2]1[CH:7]=[CH:6][C:5]([N:8]2[C:16](=[O:17])[C:15]3[N:14]=[CH:13][N:12]([C:18]4[CH:19]=[C:20]([NH:24][S:25]([CH3:28])(=[O:27])=[O:26])[CH:21]=[CH:22][CH:23]=4)[C:11]=3[N:10]=[C:9]2[C:29]2[CH:34]=[CH:33][C:32](B3OC(C)(C)C(C)(C)O3)=[CH:31][CH:30]=2)=[CH:4][CH:3]=1.Br[C:45]1[N:50]=[CH:49][CH:48]=[CH:47][N:46]=1.C(=O)([O-])[O-].[Cs+].[Cs+]>CN(C)C=O.C1C=CC(P(C2C=CC=CC=2)[C-]2C=CC=C2)=CC=1.C1C=CC(P(C2C=CC=CC=2)[C-]2C=CC=C2)=CC=1.Cl[Pd]Cl.[Fe+2]>[Cl:1][C:2]1[CH:7]=[CH:6][C:5]([N:8]2[C:16](=[O:17])[C:15]3[N:14]=[CH:13][N:12]([C:18]4[CH:19]=[C:20]([NH:24][S:25]([CH3:28])(=[O:26])=[O:27])[CH:21]=[CH:22][CH:23]=4)[C:11]=3[N:10]=[C:9]2[C:29]2[CH:34]=[CH:33][C:32]([C:45]3[N:50]=[CH:49][CH:48]=[CH:47][N:46]=3)=[CH:31][CH:30]=2)=[CH:4][CH:3]=1 |f:2.3.4,6.7.8.9|. Reaction SMILES: [C:1]([C:3]1[C:4]([CH3:9])=[N:5][CH:6]=[CH:7][CH:8]=1)#[N:2].[C:10]([C:12]1C(CC)=NC=CC=1)#[N:11].[C:20]([C:22]1[C:23]([CH2:28][C:29]2[CH:34]=[CH:33][CH:32]=[CH:31][CH:30]=2)=[N:24][CH:25]=[CH:26][CH:27]=1)#[N:21].[C:35]([C:37]1[C:38]([CH2:43][CH2:44][C:45]2[CH:50]=[CH:49][CH:48]=[CH:47][CH:46]=2)=[N:39][CH:40]=[CH:41][CH:42]=1)#[N:36]>>[NH2:2][C:1]1[C:3]2[C:4](=[N:5][CH:6]=[CH:7][CH:8]=2)[C:9]([CH3:20])=[C:10]([CH3:12])[N:11]=1.[NH2:21][C:20]1[C:22]2[C:23](=[N:24][CH:25]=[CH:26][CH:27]=2)[C:28]([C:29]2[CH:34]=[CH:33][CH:32]=[CH:31][CH:30]=2)=[C:35]([CH3:37])[N:36]=1.[NH2:36][C:35]1[C:37]2[C:38](=[N:39][CH:40]=[CH:41][CH:42]=2)[C:43]([CH2:44][C:45]2[CH:50]=[CH:49][CH:48]=[CH:47][CH:46]=2)=[C:1]([CH3:3])[N:2]=1. Procedure: Similarly, by substituting the 3-cyano-2-methylpyridine reactant with equivalent quantities of 3-cyano-2-ethylpyridine, 3-cyano-2-benzylpyridine, 3-cyano-2-phenethylpyridine and by substantially following the foregoing reaction procedure there is produced 1-amino-3,4-dimethyl-2,5-naphthyridine, 1-amino-3-methyl-4-phenyl-2,5-naphthyridine, 1-amino-3-methyl-4-benzyl-2,5-naphthyridine, respectively. Similarly, in each of those reactions wherein the 3-cyano-2-methylpyridine has been substituted with... Product: NC1=NC(=C(C2=NC=CC=C12)C)C (1-amino-3,4-dimethyl-2,5-naphthyridine), NC1=NC(=C(C2=NC=CC=C12)C1=CC=CC=C1)C (1-amino-3-methyl-4-phenyl-2,5-naphthyridine), NC1=NC(=C(C2=NC=CC=C12)CC1=CC=CC=C1)C (1-amino-3-methyl-4-benzyl-2,5-naphthyridine). Starting materials: C(#N)C=1C(=NC=CC1)CC (3-cyano-2-ethylpyridine), C(#N)C=1C(=NC=CC1)CC1=CC=CC=C1 (3-cyano-2-benzylpyridine), C(#N)C=1C(=NC=CC1)C (3-cyano-2-methylpyridine), C(#N)C=1C(=NC=CC1)CCC1=CC=CC=C1 (3-cyano-2-phenethylpyridine). The reactants are C1=CN(C=N1)C(=O)N2C=CN=C2 (CDI), BrC=1C=C(C(=CC1)NCCN1CCCC1)N (4-bromo-N1-(2-pyrrolidin-1-yl-ethyl)-benzene-1,2-diamine), C1=CN(C=N1)C(=O)N2C=CN=C2 (CDI). The solvent is C(=O)(O)[O-].[Na+] (NaHCO3), C1CCOC1 (THF). Run at temperature 40 celsius, time 30 minute. Yields the product BrC1=CC2=C(N(C(N2)=O)CCN2CCCC2)C=C1 (5-bromo-1-(2-pyrrolidin-1-yl-ethyl)-1,3-dihydro-benzimidazol-2-one). As a reaction SMILES: C1N=CN([C:6](N2C=NC=C2)=[O:7])C=1.[Br:13][C:14]1[CH:15]=[C:16]([NH2:28])[C:17]([NH:20][CH2:21][CH2:22][N:23]2[CH2:27][CH2:26][CH2:25][CH2:24]2)=[CH:18][CH:19]=1>C1COCC1.C([O-])(O)=O.[Na+]>[Br:13][C:14]1[CH:19]=[CH:18][C:17]2[N:20]([CH2:21][CH2:22][N:23]3[CH2:24][CH2:25][CH2:26][CH2:27]3)[C:6](=[O:7])[NH:28][C:16]=2[CH:15]=1 |f:3.4|. Procedure: 600 mg (3.70 mmol) CDI are added to a solution of 853 mg (3.00 mmol) 4-bromo-N1-(2-pyrrolidin-1-yl-ethyl)-benzene-1,2-diamine in 20 mL THF at RT. The reaction solution is heated to 40° C. and stirred for 30 min at this temperature. A further 600 mg (3.70 mmol) CDI are added and the reaction is stirred for a further 30 min at 40° C. The solution is diluted with semisaturated NaHCO3 solution and the aqueous phase is extracted twice with EtOAc. The organic phase is dried over MgSO4 and the solvent ...